Dataset: the Open Reaction Database (ORD), a public repository of structured organic reaction records. Task: describe an organic reaction: reactants, conditions, products, and yield Starting materials: 3',5'-Bis-(5-aminopentylphosphoryl)-thymidine, FC(C(=O)NCCCCCO)(F)F (5-trifluoroacetamido-pentanol), P(=O)(Cl)(Cl)Cl (phosphoryl chloride). The product is FC(C(=O)NCCCCCOP(Cl)Cl)(F)F (5-trifluoroacetamidopentylphosphorodichloridite). RXN SMILES: [F:1][C:2]([F:13])([F:12])[C:3]([NH:5][CH2:6][CH2:7][CH2:8][CH2:9][CH2:10][OH:11])=[O:4].[P:14](Cl)([Cl:17])([Cl:16])=O>>[F:1][C:2]([F:12])([F:13])[C:3]([NH:5][CH2:6][CH2:7][CH2:8][CH2:9][CH2:10][O:11][P:14]([Cl:17])[Cl:16])=[O:4]. Procedure: 3',5'-Bis-(5-aminopentylphosphoryl)-thymidine of step 7 may also be prepared by reacting 5-trifluoroacetamido-pentanol with phosphoryl chloride, forming 5-trifluoroacetamidopentylphosphorodichloridite, that can be reacted in pyridine with thymidine followed by hydrolysis in aqueous piperidine. Starting materials: C(C)(=O)NC=1SC(=C(N1)C)S(=O)(=O)N1CC(CC1)O ((RS)-1-(2-acetamido-4-methyl-thiazole-5-sulfonyl)-pyrrolidin-3-ol). The solvent is Cl (hydrochloric acid). Reaction conditions: temperature 80 celsius. Yields the product NC=1SC(=C(N1)C)S(=O)(=O)N1CC(CC1)O ((RS)-1-(2-Amino-4-methyl-thiazole-5-sulfonyl)-pyrrolidin-3-ol). Yield: 87.9%. RXN SMILES: C([NH:4][C:5]1[S:6][C:7]([S:11]([N:14]2[CH2:18][CH2:17][CH:16]([OH:19])[CH2:15]2)(=[O:13])=[O:12])=[C:8]([CH3:10])[N:9]=1)(=O)C>Cl>[NH2:4][C:5]1[S:6][C:7]([S:11]([N:14]2[CH2:18][CH2:17][CH:16]([OH:19])[CH2:15]2)(=[O:13])=[O:12])=[C:8]([CH3:10])[N:9]=1. Reported procedure: A stirred suspension of (RS)-1-(2-acetamido-4-methyl-thiazole-5-sulfonyl)-pyrrolidin-3-ol (0.82 g, 2.68 mmol) in 6N hydrochloric acid (13 ml) was heated for 2 h at 80° C. evaporated, and saturated NaHCO3 solution (20 ml) was added. The mixture was extracted with ethyl acetate (3×50 ml), the combined organic layers washed with brine (50 ml), dried (MgSO4) and evaporated. The crude product was further purified by crystallization (dichloromethane/MeOH/hexane) to yield the title compound (0.62 g, 88... Starting materials: C(#N)NC(=NC1=CC=NC=C1)NCCCCCCO (N-Cyano-N′-(6-hydroxyhexyl)-N″-4-pyridylguanidine), ClC1=CC=C(C=C1)N=C=S (4-chlorophenyl isothiocyanate), C(C)(C)N(CC)C(C)C (diisopropylethylamine). The solvent is N1=CC=CC=C1 (pyridine). Conditions: time 5 day. The product is ClC1=CC=C(C=C1)NC(=S)OCCCCCCNC(=NC1=CC=NC=C1)NC#N (N-(6-(4-Chlorophenylaminothiocarbonyloxy)hexyl)-N′-cyano-N″-4-pyridylguanidine). As a reaction SMILES: [C:1]([NH:3][C:4]([NH:12][CH2:13][CH2:14][CH2:15][CH2:16][CH2:17][CH2:18][OH:19])=[N:5][C:6]1[CH:11]=[CH:10][N:9]=[CH:8][CH:7]=1)#[N:2].[Cl:20][C:21]1[CH:26]=[CH:25][C:24]([N:27]=[C:28]=[S:29])=[CH:23][CH:22]=1.C(N(C(C)C)CC)(C)C>N1C=CC=CC=1>[Cl:20][C:21]1[CH:26]=[CH:25][C:24]([NH:27][C:28]([O:19][CH2:18][CH2:17][CH2:16][CH2:15][CH2:14][CH2:13][NH:12][C:4]([NH:3][C:1]#[N:2])=[N:5][C:6]2[CH:11]=[CH:10][N:9]=[CH:8][CH:7]=2)=[S:29])=[CH:23][CH:22]=1. Procedure details: N-Cyano-N′-(6-hydroxyhexyl)-N″-4-pyridylguanidine (0.5 g), 4-chlorophenyl isothiocyanate (0.4 g) and diisopropylethylamine (0.32 ml) was mixed in a two-necked flask with a three-way-tap and a septum. The air was exchanged with argon through the three-way-tap. Dry pyridine (10 ml) was added through the septum. The reaction mixture was stirred for 5 days at room temperature. Reactants: C1(CCCCC1)CCCCCCCCNC1=CC=C(C(=O)O)C=C1 (4-(8-cyclohexyloctylamino)benzoic acid), C(=O)(N1C=NC=C1)N1C=NC=C1 (1,1'-carbonyldiimidazole), OC=1C=NC=CC1 (3-hydroxypyridine). The reagents and catalysts are [H-].[Na+] (sodium hydride). Run in O1CCCC1 (tetrahydrofuran). Product: C1(CCCCC1)CCCCCCCCNC1=CC=C(C(=O)OC=2C=NC=CC2)C=C1 (3-pyridyl 4-(8-cyclohexyloctylamino)benzoate). RXN SMILES: [CH:1]1([CH2:7][CH2:8][CH2:9][CH2:10][CH2:11][CH2:12][CH2:13][CH2:14][NH:15][C:16]2[CH:24]=[CH:23][C:19]([C:20]([OH:22])=[O:21])=[CH:18][CH:17]=2)[CH2:6][CH2:5][CH2:4][CH2:3][CH2:2]1.C(N1C=CN=C1)(N1C=CN=C1)=O.O[C:38]1[CH:39]=[N:40][CH:41]=[CH:42][CH:43]=1>[H-].[Na+].O1CCCC1>[CH:1]1([CH2:7][CH2:8][CH2:9][CH2:10][CH2:11][CH2:12][CH2:13][CH2:14][NH:15][C:16]2[CH:24]=[CH:23][C:19]([C:20]([O:22][C:38]3[CH:39]=[N:40][CH:41]=[CH:42][CH:43]=3)=[O:21])=[CH:18][CH:17]=2)[CH2:6][CH2:5][CH2:4][CH2:3][CH2:2]1 |f:3.4|. Reported procedure: A 6 g. sample of 4-(8-cyclohexyloctylamino)benzoic acid and 2.7 g. 1,1'-carbonyldiimidazole in 50 ml. dry tetrahydrofuran is stirred for 2 hours. Then, 1.58 g. 3-hydroxypyridine and a trace of sodium hydride catalyst is added and the reaction is refluxed for 3 hours. The solution is cooled, filtered, and evaporated. The product is crystallized from isopropanol. Starting materials: C1(CC1)C(=O)N1CCN(CC1)C(=O)C=1NC2=CC=C(C=C2C1)C(=O)N1CCN(CC1)C(C)C ((4-Cyclopropanecarbonyl-piperazin-1-yl)-[5-(4-isopropyl-piperazine-1-carbonyl)-1H-indol-2-yl]-methanone), ClC=1C=C(C=CC1)B(O)O (3-chlorophenylboronic acid). Product: ClC=1C=C(C=CC1)N1C(=CC2=CC(=CC=C12)C(=O)N1CCN(CC1)C(C)C)C(=O)N1CCN(CC1)C(=O)C1CC1 ([1-(3-Chloro-phenyl)-5-(4-isopropyl-piperazine-1-carbonyl)-1H-indol-2-yl]-(4-cyclopropanecarbonyl-piperazin-1-yl)-methanone). The yield is 53.0%. Reaction SMILES: [CH:1]1([C:4]([N:6]2[CH2:11][CH2:10][N:9]([C:12]([C:14]3[NH:15][C:16]4[C:21]([CH:22]=3)=[CH:20][C:19]([C:23]([N:25]3[CH2:30][CH2:29][N:28]([CH:31]([CH3:33])[CH3:32])[CH2:27][CH2:26]3)=[O:24])=[CH:18][CH:17]=4)=[O:13])[CH2:8][CH2:7]2)=[O:5])[CH2:3][CH2:2]1.[Cl:34][C:35]1[CH:36]=[C:37](B(O)O)[CH:38]=[CH:39][CH:40]=1>>[Cl:34][C:35]1[CH:40]=[C:39]([N:15]2[C:16]3[C:21](=[CH:20][C:19]([C:23]([N:25]4[CH2:30][CH2:29][N:28]([CH:31]([CH3:33])[CH3:32])[CH2:27][CH2:26]4)=[O:24])=[CH:18][CH:17]=3)[CH:22]=[C:14]2[C:12]([N:9]2[CH2:8][CH2:7][N:6]([C:4]([CH:1]3[CH2:3][CH2:2]3)=[O:5])[CH2:11][CH2:10]2)=[O:13])[CH:38]=[CH:37][CH:36]=1. Procedure: The title compound was synthesized in analogy to example 5, after stirring for 6.5 days at 35° C., from (4-cyclopropanecarbonyl-piperazin-1-yl)-[5-(4-isopropyl-piperazine-1-carbonyl)-1H-indol-2-yl]-methanone (example 25) and 3-chlorophenylboronic acid to afford the desired product as a colorless gum (53%). MS (ISP): 562.5 (M+H)+. Reactants: sulfide, ClC1=CC(=CC=C1)C(=O)OO (m-chloroperbenzoic acid), C1(=CC=CC=C1)C(N1S(=O)(=O)C2=CC=CC=C2C1=O)SC1=NN=NN1 (2-(1-phenyl-1H-tetrazol-5-ylthiomethyl) saccharin), peracid, C(Cl)Cl (CH2Cl2). Run in CCOCC (ether). Conditions: time 24 hour. Yields the product C1(=CC=CC=C1)C(N1S(=O)(=O)C2=CC=CC=C2C1=O)S(=O)C1=NN=NN1 (2-(1-phenyl-1H-tetrazol-5-ylsulfinylmethyl) saccharin). Yield: 199.3%. As a reaction SMILES: ClC1C=CC=C(C(OO)=[O:9])C=1.[C:12]1([CH:18]([S:31][C:32]2[NH:36][N:35]=[N:34][N:33]=2)[N:19]2[C:29](=[O:30])[C:28]3[C:23](=[CH:24][CH:25]=[CH:26][CH:27]=3)[S:20]2(=[O:22])=[O:21])[CH:17]=[CH:16][CH:15]=[CH:14][CH:13]=1.C(Cl)Cl>CCOCC>[C:12]1([CH:18]([S:31]([C:32]2[NH:36][N:35]=[N:34][N:33]=2)=[O:9])[N:19]2[C:29](=[O:30])[C:28]3[C:23](=[CH:24][CH:25]=[CH:26][CH:27]=3)[S:20]2(=[O:22])=[O:21])[CH:17]=[CH:16][CH:15]=[CH:14][CH:13]=1. Procedure details: A mixture of m-chloroperbenzoic acid (0.43 g, 9,.67 mmol) and 2-(1-phenyl-1H-tetrazol-5-ylthiomethyl) saccharin (1 g, 2.67 mmol) in MDC was stirred at room temperature for 24 hours. TLC (95:5 CH2Cl2 : ether) revealed the presence of starting sulfide. Additional peracid (0.2 g) was added and the mixture stirred for an additional 2 days. The reaction mixture was washed with sodium bicarbonate solution, dried (Na2SO4) and freed of solvent under vacuum. Chromatography (silica gel-95:5 CH2Cl2 :ether)...